Dataset: the Open Reaction Database (ORD), a public repository of structured organic reaction records. Task: describe an organic reaction: reactants, conditions, products, and yield Reactants: CCn1c(N2CCN(C(=O)OC(C)(C)C)CC2)c(C#N)c2ccc(C(F)(F)F)cc21, ClCCl, O=C(O)C(F)(F)F. Yields the product CCn1c(N2CCNCC2)c(C#N)c2ccc(C(F)(F)F)cc21. As a reaction SMILES: [C:1]([O:2][C:3](=[O:4])[N:8]1[CH2:9][CH2:10][N:11]([c:14]2[n:15]([CH2:29][CH3:30])[c:16]3[cH:17][c:18]([C:25]([F:26])([F:27])[F:28])[cH:19][cH:20][c:21]3[c:22]2[C:23]#[N:24])[CH2:12][CH2:13]1)([CH3:5])([CH3:6])[CH3:7].[Cl:38][CH2:39][Cl:40].[F:31][C:32]([F:33])([F:34])[C:35]([OH:36])=[O:37]>>[NH:8]1[CH2:9][CH2:10][N:11]([c:14]2[n:15]([CH2:29][CH3:30])[c:16]3[cH:17][c:18]([C:25]([F:26])([F:27])[F:28])[cH:19][cH:20][c:21]3[c:22]2[C:23]#[N:24])[CH2:12][CH2:13]1.